The task is: describe an organic reaction: reactants, conditions, products, and yield. This data is from the Open Reaction Database (ORD), a public repository of structured organic reaction records. Reaction SMILES: [CH3:33][C:34]1([CH3:43])[N:35]([O:36])[C:37]([CH3:38])([CH3:39])[CH2:40][CH2:41][CH2:42]1.[CH3:48][C:49]#[N:50].[Cl+:44]([O-:45])[O-:46].[Cl:1][c:2]1[cH:3][c:4]([CH:8]2[CH2:9][C:10]([CH3:27])([CH2:28][CH:29]([CH2:30][OH:31])[OH:32])[C:11](=[O:26])[N:12]([CH:21]([CH2:22][CH3:23])[CH2:24][CH3:25])[CH:13]2[c:14]2[cH:15][cH:16][c:17]([Cl:20])[cH:18][cH:19]2)[cH:5][cH:6][cH:7]1.[Na+:47].[Na+:52].[Na+:58].[OH-:51].[OH2:59].[P:53]([OH:54])([OH:55])([O-:56])=[O:57]>>[Cl:1][c:2]1[cH:3][c:4]([CH:8]2[CH2:9][C:10]([CH3:27])([CH2:28][CH:29]([C:30](=[O:31])[OH:45])[OH:32])[C:11](=[O:26])[N:12]([CH:21]([CH2:22][CH3:23])[CH2:24][CH3:25])[CH:13]2[c:14]2[cH:15][cH:16][c:17]([Cl:20])[cH:18][cH:19]2)[cH:5][cH:6][cH:7]1. Product: CCC(CC)N1C(=O)C(C)(CC(O)C(=O)O)CC(c2cccc(Cl)c2)C1c1ccc(Cl)cc1. Starting materials: CC1(C)CCCC(C)(C)N1O, CC#N, [O-][Cl+][O-], CCC(CC)N1C(=O)C(C)(CC(O)CO)CC(c2cccc(Cl)c2)C1c1ccc(Cl)cc1, [Na+], [Na+], [Na+], [OH-], O, O=P([O-])(O)O. The reactants are C1(CCC(CC1)O)O (1,4-cyclohexanediol), N1=CC=CC=C1 (pyridine), C1(=CC=C(C=C1)S(=O)(=O)Cl)C (p-toluenesulfonyl chloride). The solvent is C(Cl)(Cl)Cl (CHCl3). Reaction conditions: time 17 hour. The product is OC1CCC(CC1)OS(=O)(=O)C1=CC=C(C=C1)C (toluene-4-sulfonic acid 4-hydroxy-cyclohexyl ester). Yield: 78.4%. Reaction SMILES: [CH:1]1([OH:8])[CH2:6][CH2:5][CH:4]([OH:7])[CH2:3][CH2:2]1.N1C=CC=CC=1.[C:15]1([CH3:25])[CH:20]=[CH:19][C:18]([S:21](Cl)(=[O:23])=[O:22])=[CH:17][CH:16]=1>C(Cl)(Cl)Cl>[OH:7][CH:4]1[CH2:5][CH2:6][CH:1]([O:8][S:21]([C:18]2[CH:19]=[CH:20][C:15]([CH3:25])=[CH:16][CH:17]=2)(=[O:23])=[O:22])[CH2:2][CH2:3]1. Reported procedure: step 1—To a solution of 1,4-cyclohexanediol (20.0 g, 172 mmol) and pyridine (100 mL) cooled to 0° C. was added dropwise over 2 h a solution of 32.0 g (168 mmol)p-toluenesulfonyl chloride in CHCl3 (100 mL). After the addition was complete the reaction mixture was stirred at RT for 17 h. The solvent was evaporated in vacuo and the residue was taken up in refluxing toluene and petroleum ether was added until the solution became cloudy. The mixture was cooled and the supernatant was decanted. The re... Starting materials: [Br-], [Br-], [Br-], CCCC[N+](CCCC)(CCCC)CCCC, CCCC[N+](CCCC)(CCCC)CCCC, CCCC[N+](CCCC)(CCCC)CCCC, Oc1ccccc1C1CCCC1, ClC(Cl)Cl. Yields the product Oc1ccc(Br)cc1C1CCCC1. As a reaction SMILES: [Br-:13].[Br-:14].[Br-:15].[CH2:16]([N+:17]([CH2:18][CH2:19][CH2:20][CH3:21])([CH2:22][CH2:23][CH2:24][CH3:25])[CH2:26][CH2:27][CH2:28][CH3:29])[CH2:30][CH2:31][CH3:32].[CH2:33]([N+:34]([CH2:35][CH2:36][CH2:37][CH3:38])([CH2:39][CH2:40][CH2:41][CH3:42])[CH2:43][CH2:44][CH2:45][CH3:46])[CH2:47][CH2:48][CH3:49].[CH2:50]([N+:51]([CH2:52][CH2:53][CH2:54][CH3:55])([CH2:56][CH2:57][CH2:58][CH3:59])[CH2:60][CH2:61][CH2:62][CH3:63])[CH2:64][CH2:65][CH3:66].[CH:1]1([c:6]2[c:7]([OH:12])[cH:8][cH:9][cH:10][cH:11]2)[CH2:2][CH2:3][CH2:4][CH2:5]1.[Cl:67][CH:68]([Cl:69])[Cl:70]>>[CH:1]1([c:6]2[c:7]([OH:12])[cH:8][cH:9][c:10]([Br:13])[cH:11]2)[CH2:2][CH2:3][CH2:4][CH2:5]1. Reactants: CC(C)=C (isobutylene), CC(C)CCC(C)CCC(C)CC=C(C)C (tetraisobutylene), [H][H] (hydrogen), CC(=CC(C)(C)CC(C)(C)C)C (triisobutylene), CC(C)=C (isobutylene), [H][H] (hydrogen), olefins, CC(C)=C (isobutylene), CC(=C)CC(C)(C)C (diisobutylene), CC(C)=C (isobutylene). The product is CC(C)(CC(CC(C)(C)C)C)C (2,2,4,6,6-pentamethylheptane). Reaction SMILES: [CH3:1][C:2](=[CH2:4])[CH3:3].[CH3:5][C:6]([CH2:8][C:9]([CH3:12])([CH3:11])[CH3:10])=[CH2:7].CC(C)=CC(CC(C)(C)C)(C)C.CC(CCC(CCC(CC=C(C)C)C)C)C.[H][H]>>[CH3:10][C:9]([CH3:12])([CH2:8][CH:6]([CH3:5])[CH2:7][C:2]([CH3:4])([CH3:3])[CH3:1])[CH3:11]. Procedure details: Isobutanol can be converted to triisobutylene and/or isododecane as illustrated in FIG. 8. FIG. 8 depicts a typical process configuration for converting isobutanol to a higher alkane comprising predominantly 2,2,4,6,6-pentamethylheptane. Isobutanol is preheated and fed via stream 1 to a reaction vessel that contains 2.5% para toluene sulfonic acid operating at 160° C. and 50 psig. A vapor stream is generated and is passed up through a rectification column before being partially condensed and dec...